From a dataset of the Open Reaction Database (ORD), a public repository of structured organic reaction records. describe an organic reaction: reactants, conditions, products, and yield Reactants: CCCC1CC(=O)C2=C(C1)NC(C)=C(C#N)C2c1cc(Br)c(OCc2cc(F)ccc2[N+](=O)[O-])c(OCC)c1, C1CCOC1, CC(=O)O, [Zn]. Yields the product CCCC1CC(=O)C2=C(C1)NC(C)=C(C#N)C2c1cc(Br)c(OCc2cc(F)ccc2N)c(OCC)c1. As a reaction SMILES: [Br:1][c:2]1[cH:3][c:4]([CH:23]2[C:24]([C:38]#[N:39])=[C:25]([CH3:37])[NH:26][C:27]3=[C:32]2[C:31](=[O:33])[CH2:30][CH:29]([CH2:34][CH2:35][CH3:36])[CH2:28]3)[cH:5][c:6]([O:20][CH2:21][CH3:22])[c:7]1[O:8][CH2:9][c:10]1[c:11]([N+:17]([O-:18])=[O:19])[cH:12][cH:13][c:14]([F:16])[cH:15]1.[CH2:44]1[O:45][CH2:46][CH2:47][CH2:48]1.[CH3:40][C:41](=[O:42])[OH:43].[Zn:49]>>[Br:1][c:2]1[cH:3][c:4]([CH:23]2[C:24]([C:38]#[N:39])=[C:25]([CH3:37])[NH:26][C:27]3=[C:32]2[C:31](=[O:33])[CH2:30][CH:29]([CH2:34][CH2:35][CH3:36])[CH2:28]3)[cH:5][c:6]([O:20][CH2:21][CH3:22])[c:7]1[O:8][CH2:9][c:10]1[c:11]([NH2:17])[cH:12][cH:13][c:14]([F:16])[cH:15]1. Starting materials: C(C)C1(OCCC2=C1NC1=C(C=CC=C21)O)CC(=O)OC (methyl 1-ethyl-1,3,4,9-tetrahydro-8-hydroxy-pyrano[3,4-b]indole-1-acetate), BrCC#C[Si](C)(C)C (3-bromo-1-trimethylsilyl-1-propyne), [OH-].[Na+] (NaOH). Run in O (water), CS(=O)C (DMSO). Yields the product C(C)C1(OCCC2=C1NC1=C(C=CC=C21)OCC#C)CC(=O)OC (methyl 1-ethyl-1,3,4,9-tetrahydro-8-[(2-propynyl)oxy]-pyrano[3,4-b]indole-1-acetate). Yield: 82.2%. As a reaction SMILES: [CH2:1]([C:3]1([CH2:17][C:18]([O:20][CH3:21])=[O:19])[C:8]2[NH:9][C:10]3[C:15]([C:7]=2[CH2:6][CH2:5][O:4]1)=[CH:14][CH:13]=[CH:12][C:11]=3[OH:16])[CH3:2].Br[CH2:23][C:24]#[C:25][Si](C)(C)C.[OH-].[Na+]>CS(C)=O.O>[CH2:1]([C:3]1([CH2:17][C:18]([O:20][CH3:21])=[O:19])[C:8]2[NH:9][C:10]3[C:15]([C:7]=2[CH2:6][CH2:5][O:4]1)=[CH:14][CH:13]=[CH:12][C:11]=3[O:16][CH2:25][C:24]#[CH:23])[CH3:2] |f:2.3|. Reported procedure: A mixture of methyl 1-ethyl-1,3,4,9-tetrahydro-8-hydroxy-pyrano[3,4-b]indole-1-acetate (6 g, 20.8 mmol), 3-bromo-1-trimethylsilyl-1-propyne [4.8 g, 25 mmol, prepared according to R. B. Miller, Synth. Comm., 2, 267 (1972)] and 2.5N--NaOH (10 mL, 25 mmol) in DMSO (60 mL) was heated under nitrogen for 30 minutes at 120° C. Upon cooling, the micture was diluted with 2 volumes of water, acidified with 2N--KHSO4 solution and extracted with ether. The extracts were dried (Na2SO4) and concentrated in va... Starting materials: CC(C)(C)OC(=O)N1CCCC1CO, CC(C)(C)OC(=O)N1CCCC1COCC(=O)O, CCC(=[N+]=[N-])C(=O)[O-], ClCCCl, CCOC(=O)C=[N+]=[N-]. Product: CCOC(=O)COCC1CCCN1C(=O)OC(C)(C)C. As a reaction SMILES: [C:19]([CH3:20])([O:21][C:22]([N:23]1[CH2:24][CH2:25][CH2:26][CH:27]1[CH2:28][OH:29])=[O:30])([CH3:31])[CH3:32].[C:1]([CH3:2])([CH3:3])([CH3:4])[O:5][C:6](=[O:7])[N:8]1[CH:9]([CH2:13][O:14][CH2:15][C:16](=[O:17])[OH:18])[CH2:10][CH2:11][CH2:12]1.[CH2:33]([C:34](=[N+:35]=[N-:36])[C:37]([O-:38])=[O:39])[CH3:40].[Cl:49][CH2:50][CH2:51][Cl:52].[N+:41](=[CH:42][C:43]([O:44][CH2:45][CH3:46])=[O:47])=[N-:48]>>[C:1]([CH3:2])([CH3:3])([CH3:4])[O:5][C:6](=[O:7])[N:8]1[CH:9]([CH2:13][O:14][CH2:15][C:16](=[O:17])[O:18][CH2:19][CH3:20])[CH2:10][CH2:11][CH2:12]1. Starting materials: CCOC(C)=O, CC(=O)[O-], Fc1ccc(-c2cc(Cl)c3sccc3n2)cc1, Cl, [Na+], OCCO, c1c[nH]c(C2CCNCC2)n1. The product is Fc1ccc(-c2cc(N3CCC(c4ncc[nH]4)CC3)c3sccc3n2)cc1. As a reaction SMILES: [CH2:39]([O:40][C:41](=[O:42])[CH3:43])[CH3:44].[CH3:31][C:32](=[O:33])[O-:34].[Cl:1][c:2]1[c:3]2[c:4]([n:5][c:6](-[c:8]3[cH:9][cH:10][c:11]([F:14])[cH:12][cH:13]3)[cH:7]1)[cH:15][cH:16][s:17]2.[ClH:29].[Na+:30].[OH:35][CH2:36][CH2:37][OH:38].[nH:18]1[c:19]([CH:23]2[CH2:24][CH2:25][NH:26][CH2:27][CH2:28]2)[n:20][cH:21][cH:22]1>>[c:2]1([N:26]2[CH2:25][CH2:24][CH:23]([c:19]3[n:18][cH:22][cH:21][nH:20]3)[CH2:28][CH2:27]2)[c:3]2[c:4]([n:5][c:6](-[c:8]3[cH:9][cH:10][c:11]([F:14])[cH:12][cH:13]3)[cH:7]1)[cH:15][cH:16][s:17]2. Starting materials: O=C([O-])O, COC(=O)c1cc(CCC(=O)O)c[nH]1, ClCCCl, [Na+], O. The product is COC(=O)c1cc2c([nH]1)C(=O)CC2. As a reaction SMILES: [C:19](=[O:20])([OH:21])[O-:22].[CH3:1][O:2][C:3](=[O:4])[c:5]1[cH:6][c:7]([CH2:10][CH2:11][C:12](=[O:13])[OH:14])[cH:8][nH:9]1.[Cl:15][CH2:16][CH2:17][Cl:18].[Na+:23].[OH2:24]>>[CH3:1][O:2][C:3](=[O:4])[c:5]1[cH:6][c:7]2[c:8]([nH:9]1)[C:12](=[O:14])[CH2:11][CH2:10]2. Reactants: C1(=C(C=CC=C1)N)N (o-phenylenediamine), C(#N)CC(=O)OCC (ethyl cyanoacetate). The solvent is C(C)(=O)OCCC (propyl acetate). Product: N1=C(NC2=C1C=CC=C2)CC#N (benzimidazole-2-acetonitrile). RXN SMILES: [C:1]1([NH2:8])[CH:6]=[CH:5][CH:4]=[CH:3][C:2]=1[NH2:7].[C:9]([CH2:11][C:12](OCC)=O)#[N:10]>C(OCCC)(=O)C>[N:7]1[C:2]2[CH:3]=[CH:4][CH:5]=[CH:6][C:1]=2[NH:8][C:12]=1[CH2:11][C:9]#[N:10]. Reported procedure: Benzimidazole-2-acetonitrile was prepared as follows. A mixture of o-phenylenediamine (1 mole) and ethyl cyanoacetate (2 moles) was refluxed for about 30 hours, cooled, diluted with propyl acetate (225 mL), filtered, washed and dried, to provide benzimidazole-2-acetonitrile in a 60-70% yield. Benzimidazole-2-acetonitrile is also available commercially from Aldrich Chemical Company. The reactants are COC(=O)c1ccc(Cn2c(C(=O)OC)c(-c3ccccc3)c3cc(Br)ccc3c2=O)cc1, CO, [Na+], C1CCOC1, [OH-]. The product is COC(=O)c1c(-c2ccccc2)c2cc(Br)ccc2c(=O)n1Cc1ccc(C(=O)O)cc1. As a reaction SMILES: [CH3:1][O:2][C:3](=[O:4])[c:5]1[n:6]([CH2:23][c:24]2[cH:25][cH:26][c:27]([C:30](=[O:31])[O:32][CH3:33])[cH:28][cH:29]2)[c:7](=[O:22])[c:8]2[cH:9][cH:10][c:11]([Br:21])[cH:12][c:13]2[c:14]1-[c:15]1[cH:16][cH:17][cH:18][cH:19][cH:20]1.[CH3:36][OH:37].[Na+:35].[O:38]1[CH2:39][CH2:40][CH2:41][CH2:42]1.[OH-:34]>>[CH3:1][O:2][C:3](=[O:4])[c:5]1[n:6]([CH2:23][c:24]2[cH:25][cH:26][c:27]([C:30](=[O:31])[OH:32])[cH:28][cH:29]2)[c:7](=[O:22])[c:8]2[cH:9][cH:10][c:11]([Br:21])[cH:12][c:13]2[c:14]1-[c:15]1[cH:16][cH:17][cH:18][cH:19][cH:20]1. Reactants: C(C1=CC=CC=C1)(=O)Cl (Benzoyl chloride), Cl.NCP(O)(=O)CN (bis(aminomethyl)phosphinic acid hydrochloride). The solvent is N1=CC=CC=C1 (pyridine). The product is C(C1=CC=CC=C1)(=O)NCP(O)(=O)CNC(C1=CC=CC=C1)=O (Bis(N-benzoylaminomethyl)phosphinic acid). Isolated yield 78.5%. As a reaction SMILES: [C:1](Cl)(=[O:8])[C:2]1[CH:7]=[CH:6][CH:5]=[CH:4][CH:3]=1.Cl.[NH2:11][CH2:12][P:13]([CH2:16][NH2:17])(=[O:15])[OH:14]>N1C=CC=CC=1>[C:1]([NH:11][CH2:12][P:13]([CH2:16][NH:17][C:1](=[O:8])[C:2]1[CH:7]=[CH:6][CH:5]=[CH:4][CH:3]=1)(=[O:14])[OH:15])(=[O:8])[C:2]1[CH:7]=[CH:6][CH:5]=[CH:4][CH:3]=1 |f:1.2|. Procedure: Benzoyl chloride (1.8 ml; 15.49 mmol) is added slowly with stirring at 0° C. to a solution of bis(aminomethyl)phosphinic acid hydrochloride (1.20 g; 7.48 mmol) in pyridine (8 ml). The reaction mixture is concentrated under reduced pressure. The residue is taken up in 5% hydrochloric acid (60 ml). The aqueous phase is extracted with ethyl acetate (3×60 ml). The combined organic phases are dried (sodium sulfate) and concentrated under reduced pressure. The phosphinic acid 2 (1.95 g) is obtained as...